This data is from the Open Reaction Database (ORD), a public repository of structured organic reaction records. The task is: describe an organic reaction: reactants, conditions, products, and yield Reactants: 2R, OC(C(=O)NCC1CNC(C1)C(=O)N1CSCC1)CCC1=CC=CC=C1 (2-Hydroxy-4-phenyl-N-[5-(thiazolidine-3-carbonyl)-pyrrolidin-3-ylmethyl]-butyramide), F[C@@H]1CNCC1 ((3S)-3-Fluoro-pyrrolidine), C(C)N1CCN(CC1)C(CC1CN[C@@H](C1)C(=O)N1CSCC1)=O ((5S)-1-(4-Ethyl-piperazin-1-yl)-2-[5-(thiazolidine-3-carbonyl)-pyrrolidin-3-yl]-ethanone). Product: S1CN(CC1)C(=O)[C@@H]1C[C@@H](CN1)CNC(CC=1SC=CC1)=O ((3S, 5S)-N-[5-(Thiazolidine-3-carbonyl)-pyrrolidin-3-ylmethyl]-2-thiophen-2-yl-acetamide). RXN SMILES: F[C@H]1CCNC1.C(N1CCN(C(=O)CC2C[C@@H](C(N3CC[S:26]C3)=O)NC2)CC1)C.O[CH:31]([CH2:48][CH2:49][C:50]1[CH:55]=CC=CC=1)[C:32]([NH:34][CH2:35][CH:36]1[CH2:40][CH:39]([C:41]([N:43]2[CH2:47][CH2:46][S:45][CH2:44]2)=[O:42])[NH:38][CH2:37]1)=[O:33]>>[S:45]1[CH2:46][CH2:47][N:43]([C:41]([C@H:39]2[NH:38][CH2:37][C@@H:36]([CH2:35][NH:34][C:32](=[O:33])[CH2:31][C:48]3[S:26][CH:55]=[CH:50][CH:49]=3)[CH2:40]2)=[O:42])[CH2:44]1. Reported procedure: (2R′, 3S, 5S)-2-Hydroxy-4-phenyl-N-[5-(thiazolidine-3-carbonyl)-pyrrolidin-3-ylmethyl]-butyramide;